This data is from the Open Reaction Database (ORD), a public repository of structured organic reaction records. The task is: describe an organic reaction: reactants, conditions, products, and yield Reactants: C=CCc1c(O)ccc2c(-c3ccccc3)noc12, ClCCl, O=C(OO)c1cccc(Cl)c1, [Na+], [OH-], O. The product is OCC1Cc2c(ccc3c(-c4ccccc4)noc23)O1. As a reaction SMILES: [CH2:1]([CH:2]=[CH2:3])[c:4]1[c:5]([OH:19])[cH:6][cH:7][c:8]2[c:9](-[c:13]3[cH:14][cH:15][cH:16][cH:17][cH:18]3)[n:10][o:11][c:12]12.[CH2:34]([Cl:35])[Cl:36].[Cl:20][c:21]1[cH:22][cH:23][cH:24][c:25]([C:26]([O:27][OH:29])=[O:28])[cH:30]1.[Na+:33].[OH-:32].[OH2:31]>>[CH2:1]1[CH:2]([CH2:3][OH:28])[O:19][c:5]2[c:4]1[c:12]1[c:8]([cH:7][cH:6]2)[c:9](-[c:13]2[cH:14][cH:15][cH:16][cH:17][cH:18]2)[n:10][o:11]1. Starting materials: C(C)(C)(C)OC(NC1(COC(OC1)(C)C)CCC1=CC(=C(C=C1)OCCCC1=CC(=CC=C1)Br)C(F)(F)F)=O ([5-(2-{4-[3-(3-bromophenyl)propoxy]-3-trifluoromethylphenyl}ethyl)-2,2-dimethyl-1,3-dioxan-5-yl]carbamic acid t-butyl ester), Cl (hydrochloric acid). The solvent is C(C)O (ethanol). Reaction conditions: temperature 80 celsius, time 1.5 hour. Product: Cl.NC(CO)(CO)CCC1=CC(=C(C=C1)OCCCC1=CC(=CC=C1)Br)C(F)(F)F (2-amino-2-(2-{4-[3-(3-bromophenyl)propoxy]-3-trifluoromethylphenyl}ethyl)propane-1,3-diol hydrochloride). As a reaction SMILES: C(OC(=O)[NH:7][C:8]1([CH2:16][CH2:17][C:18]2[CH:23]=[CH:22][C:21]([O:24][CH2:25][CH2:26][CH2:27][C:28]3[CH:33]=[CH:32][CH:31]=[C:30]([Br:34])[CH:29]=3)=[C:20]([C:35]([F:38])([F:37])[F:36])[CH:19]=2)[CH2:13][O:12]C(C)(C)[O:10][CH2:9]1)(C)(C)C.[ClH:40]>C(O)C>[ClH:40].[NH2:7][C:8]([CH2:16][CH2:17][C:18]1[CH:23]=[CH:22][C:21]([O:24][CH2:25][CH2:26][CH2:27][C:28]2[CH:33]=[CH:32][CH:31]=[C:30]([Br:34])[CH:29]=2)=[C:20]([C:35]([F:38])([F:36])[F:37])[CH:19]=1)([CH2:13][OH:12])[CH2:9][OH:10] |f:3.4|. Procedure: Compound 40-4 (980 mg) was dissolved in ethanol (15 ml), concentrated hydrochloric acid (1.5 ml) was added, and the mixture was stirred at 80° C. for 1.5 hr. The reaction mixture was concentrated, and the residue was washed with diethyl ether to give the object product (590 mg) as a white powder.